The task is: describe an organic reaction: reactants, conditions, products, and yield. This data is from the Open Reaction Database (ORD), a public repository of structured organic reaction records. As a reaction SMILES: [CH2:1]([C:3](=[CH:6][CH2:7][CH2:8][CH3:9])[CH:4]=[O:5])[CH3:2].[CH3:10][N:11]1CCCC1=O.C#N.[OH-].[Na+]>C(O)CO>[CH2:1]([C:3](=[CH:6][CH2:7][CH2:8][CH3:9])[CH:4]=[O:5])[CH3:2].[C:10]([CH:6]([CH2:7][CH2:8][CH3:9])[CH:3]([CH2:1][CH3:2])[CH:4]=[O:5])#[N:11] |f:3.4|. Procedure details: 195 parts of 97% strength 2-ethylhex-2-enal, 77 parts of N-methylpyrrolidone and 33 parts of stabilizer-free hydrocyanic acid were initially taken in a stirred autoclave. The autoclave was closed, 18 parts of a 5% strength solution of sodium hydroxide in ethylene glycol were then metered in over about 5 minutes, and the autoclave was then heated at 115° C. for 40 minutes. After the reaction was complete, the product was removed via a siphon tube, and introduced onto a mixture of 5 parts of 85% s... The product is C(C)C(C=O)=CCCC (2-ethylhex-2-enal), C(#N)C(C(C=O)CC)CCC (3-cyano-2-ethylhexanal). Run in C(CO)O (ethylene glycol). Conditions: temperature 115 celsius. Reactants: C#N (hydrocyanic acid), [OH-].[Na+] (sodium hydroxide), C(C)C(C=O)=CCCC (2-ethylhex-2-enal), CN1C(CCC1)=O (N-methylpyrrolidone).